Dataset: the Open Reaction Database (ORD), a public repository of structured organic reaction records. Task: describe an organic reaction: reactants, conditions, products, and yield Starting materials: C(C1=CC=CC=C1)OC=1C=C(C=CC1)C1=C(N)C=C(C=C1)Cl (2-[3-(Benzyloxy)phenyl]-5-chloroaniline), ClCC(=O)Cl (chloroacetyl chloride). The solvent is CCOC(=O)C (EtOAc), C(=O)(O)[O-].[Na+] (NaHCO3), CCOC(=O)C (EtOAc). Conditions: time 1 hour. Product: C(C1=CC=CC=C1)OC=1C=C(C=CC1)C1=C(C=C(C=C1)Cl)NC(CCl)=O (N-[2-(3-(Benzyloxy)phenyl)-5-chlorophenyl]-2-chloroacetamide). Reaction SMILES: [CH2:1]([O:8][C:9]1[CH:10]=[C:11]([C:15]2[CH:21]=[CH:20][C:19]([Cl:22])=[CH:18][C:16]=2[NH2:17])[CH:12]=[CH:13][CH:14]=1)[C:2]1[CH:7]=[CH:6][CH:5]=[CH:4][CH:3]=1.[Cl:23][CH2:24][C:25](Cl)=[O:26]>CCOC(C)=O.C([O-])(O)=O.[Na+]>[CH2:1]([O:8][C:9]1[CH:10]=[C:11]([C:15]2[CH:21]=[CH:20][C:19]([Cl:22])=[CH:18][C:16]=2[NH:17][C:25](=[O:26])[CH2:24][Cl:23])[CH:12]=[CH:13][CH:14]=1)[C:2]1[CH:3]=[CH:4][CH:5]=[CH:6][CH:7]=1 |f:3.4|. Procedure: To a solution of the product from Step B (1.79 g, 5.51 mmol) in 20 mL of EtOAc and 20 mL of saturated NaHCO3 solution at 0° C. was added chloroacetyl chloride (1.09 mL, 13.8 mmol). After one hour, the solution was poured into EtOAc, washed with water and brine, dried (Na2SO4), filtered, and concentrated in vacuo. The titled product was obtained as a brown oil. Starting materials: [BH4-], CCO, O=C1CCc2c(Cl)cc(Cl)c(I)c21, [Na+], [Na+], [OH-]. Product: OC1CCc2c(Cl)cc(Cl)c(I)c21. Reaction SMILES: [BH4-:14].[CH3:18][CH2:19][OH:20].[Cl:1][c:2]1[c:3]2[c:7]([c:8]([I:12])[c:9]([Cl:11])[cH:10]1)[C:6](=[O:13])[CH2:5][CH2:4]2.[Na+:15].[Na+:17].[OH-:16]>>[Cl:1][c:2]1[c:3]2[c:7]([c:8]([I:12])[c:9]([Cl:11])[cH:10]1)[CH:6]([OH:13])[CH2:5][CH2:4]2. The reactants are O (water), [OH-].[Na+] (sodium hydroxide), ClC1=C(C=C(C=C1)C(F)(F)F)[N+](=O)[O-] (4-chloro-3-nitrobenzotrifluoride), [OH-].[Na+] (sodium hydroxide). Run in CS(=O)C (dimethylsulfoxide). Conditions: time 8 hour. Yields the product [N+](=O)([O-])C1=C(C=CC(=C1)C(F)(F)F)O (2-Nitro-4-trifluoromethylphenol). Isolated yield 60.5%. RXN SMILES: [OH-:1].[Na+].Cl[C:4]1[CH:9]=[CH:8][C:7]([C:10]([F:13])([F:12])[F:11])=[CH:6][C:5]=1[N+:14]([O-:16])=[O:15].O>CS(C)=O>[N+:14]([C:5]1[CH:6]=[C:7]([C:10]([F:13])([F:12])[F:11])[CH:8]=[CH:9][C:4]=1[OH:1])([O-:16])=[O:15] |f:0.1|. Reported procedure: Powdered sodium hydroxide (48 g) was added in portions over a period of 24 hours to a stirred solution of 4-chloro-3-nitrobenzotrifluoride (90 g) in dimethylsulfoxide (120 ml). After stirring the mixture vigorously for a further day another portion of powdered sodium hydroxide (4.8 g) was added and stirring was continued for a further 8 hours period. The mixture was poured into cold water (1 litre) and extracted with diethyl ether. The aqueous phase was acidified with concentrated hydrochloric a... Starting materials: O=C([O-])[O-], COC(=O)C(Cc1ccc(O)cc1)NC(=O)OC(C)(C)C, Clc1nccc2cnccc12, [Cs+], [Cs+], CN(C)C=O. The product is COC(=O)C(Cc1ccc(Oc2nccc3cnccc23)cc1)NC(=O)OC(C)(C)C. Reaction SMILES: [C:33](=[O:34])([O-:35])[O-:36].[CH3:1][O:2][C:3]([CH:4]([NH:5][C:6](=[O:7])[O:8][C:9]([CH3:10])([CH3:11])[CH3:12])[CH2:13][c:14]1[cH:15][cH:16][c:17]([OH:20])[cH:18][cH:19]1)=[O:21].[Cl:22][c:23]1[n:24][cH:25][cH:26][c:27]2[cH:28][n:29][cH:30][cH:31][c:32]12.[Cs+:37].[Cs+:38].[O:39]=[CH:40][N:41]([CH3:42])[CH3:43]>>[CH3:1][O:2][C:3]([CH:4]([NH:5][C:6](=[O:7])[O:8][C:9]([CH3:10])([CH3:11])[CH3:12])[CH2:13][c:14]1[cH:15][cH:16][c:17]([O:20][c:23]2[n:24][cH:25][cH:26][c:27]3[cH:28][n:29][cH:30][cH:31][c:32]23)[cH:18][cH:19]1)=[O:21]. Run in C(Cl)Cl (methylene chloride). Reaction conditions: time 12 hour. Procedure: A mixture of 4-phenoxyphenylacetophenone (6.36 g), trimethylsilylcyanide (3.96 g) and magnesium iodide (10 mg) in methylene chloride (30 ml) was stirred for 12 hrs at room temperature, 15% hydrochloric acid (10 ml) was then added. The mixture was again stirred for 8 hrs at room temperature. The organic layer was separated and dried over anhydrous magnesium sulfate. The solvent was removed under reduced pressure. The residue was dissolved in benzene (50 ml) and pyridine (2.37 g) and thionyl chlor... RXN SMILES: [O:1]([C:8]1[CH:13]=[CH:12][C:11]([CH2:14][C:15](C2C=CC=CC=2)=O)=[CH:10][CH:9]=1)[C:2]1[CH:7]=[CH:6][CH:5]=[CH:4][CH:3]=1.C[Si]([C:27]#[N:28])(C)C.[ClH:29]>C(Cl)Cl.[I-].[Mg+2].[I-]>[Cl:29][C:14]([C:11]1[CH:10]=[CH:9][C:8]([O:1][C:2]2[CH:3]=[CH:4][CH:5]=[CH:6][CH:7]=2)=[CH:13][CH:12]=1)([CH3:15])[C:27]#[N:28] |f:4.5.6|. Yields the product ClC(C#N)(C)C1=CC=C(C=C1)OC1=CC=CC=C1 (2-chloro-2-(4-phenoxyphenyl)propionitrile). The reagents and catalysts are [I-].[Mg+2].[I-] (magnesium iodide). The reactants are O(C1=CC=CC=C1)C1=CC=C(C=C1)CC(=O)C1=CC=CC=C1 (4-phenoxyphenylacetophenone), C[Si](C)(C)C#N (trimethylsilylcyanide), Cl (hydrochloric acid). Reactants: O=S(=O)(OCC(F)(F)F)C(Cl)(Cl)Cl, CC(C)(C)OC(=O)NC1CCC(c2cccc(F)c2F)CNC1=O, [H-], [Na+], CN(C)C=O. The product is CC(C)(C)OC(=O)NC1CCC(c2cccc(F)c2F)CN(CC(F)(F)F)C1=O. Reaction SMILES: [Cl:27][C:28]([Cl:29])([Cl:30])[S:31]([O:32][CH2:33][C:34]([F:35])([F:36])[F:37])(=[O:38])=[O:39].[F:3][c:4]1[c:5]([CH:11]2[CH2:12][CH2:13][CH:14]([NH:19][C:20]([O:21][C:22]([CH3:23])([CH3:24])[CH3:25])=[O:26])[C:15](=[O:18])[NH:16][CH2:17]2)[cH:6][cH:7][cH:8][c:9]1[F:10].[H-:1].[Na+:2].[O:40]=[CH:41][N:42]([CH3:43])[CH3:44]>>[F:3][c:4]1[c:5]([CH:11]2[CH2:12][CH2:13][CH:14]([NH:19][C:20]([O:21][C:22]([CH3:23])([CH3:24])[CH3:25])=[O:26])[C:15](=[O:18])[N:16]([CH2:33][C:34]([F:35])([F:36])[F:37])[CH2:17]2)[cH:6][cH:7][cH:8][c:9]1[F:10]. Reactants: CN(C)c1ccncc1, CC(C)(C)OC(=O)N1C(CC(CO)CCC(=O)OC2CCCCC2)COC1(C)C, Cc1ccc(S(=O)(=O)Cl)cc1, c1ccncc1. The product is Cc1ccc(S(=O)(=O)OCC(CCC(=O)OC2CCCCC2)CC2COC(C)(C)N2C(=O)OC(C)(C)C)cc1. As a reaction SMILES: [CH3:41][N:42]([c:43]1[cH:44][cH:45][n:46][cH:47][cH:48]1)[CH3:49].[CH:1]1([O:7][C:8]([CH2:9][CH2:10][CH:11]([CH2:12][CH:13]2[N:14]([C:20](=[O:21])[O:22][C:23]([CH3:24])([CH3:25])[CH3:26])[C:15]([CH3:18])([CH3:19])[O:16][CH2:17]2)[CH2:27][OH:28])=[O:29])[CH2:2][CH2:3][CH2:4][CH2:5][CH2:6]1.[S:30](=[O:31])(=[O:32])([c:33]1[cH:34][cH:35][c:36]([CH3:37])[cH:38][cH:39]1)[Cl:40].[cH:50]1[cH:51][cH:52][n:53][cH:54][cH:55]1>>[CH:1]1([O:7][C:8]([CH2:9][CH2:10][CH:11]([CH2:12][CH:13]2[N:14]([C:20](=[O:21])[O:22][C:23]([CH3:24])([CH3:25])[CH3:26])[C:15]([CH3:18])([CH3:19])[O:16][CH2:17]2)[CH2:27][O:28][S:30](=[O:31])(=[O:32])[c:33]2[cH:34][cH:35][c:36]([CH3:37])[cH:38][cH:39]2)=[O:29])[CH2:2][CH2:3][CH2:4][CH2:5][CH2:6]1. Reactants: [OH-].[K+] (KOH), OC=1C=NC(=NC1)C1=CC=C(C=C1)OCCCCCCCC (5-hydroxy-2-(4-octyloxyphenyl)pyrimidine), C[C@H](CCCCCCCBr)CC ((S)-8-methyldecyl bromide). The solvent is C(C)O (ethanol). The product is C[C@H](CCCCCCCOC=1C=NC(=NC1)C1=CC=C(C=C1)OCCCCCCCC)CC ((S)-5-(8-methyldecyloxy)-2-(4-octyloxyphenyl)pyrimidine). Isolated yield 29.7%. Reaction SMILES: [OH-].[K+].[OH:3][C:4]1[CH:5]=[N:6][C:7]([C:10]2[CH:15]=[CH:14][C:13]([O:16][CH2:17][CH2:18][CH2:19][CH2:20][CH2:21][CH2:22][CH2:23][CH3:24])=[CH:12][CH:11]=2)=[N:8][CH:9]=1.[CH3:25][C@@H:26]([CH2:35][CH3:36])[CH2:27][CH2:28][CH2:29][CH2:30][CH2:31][CH2:32][CH2:33]Br>C(O)C>[CH3:25][C@@H:26]([CH2:35][CH3:36])[CH2:27][CH2:28][CH2:29][CH2:30][CH2:31][CH2:32][CH2:33][O:3][C:4]1[CH:5]=[N:6][C:7]([C:10]2[CH:15]=[CH:14][C:13]([O:16][CH2:17][CH2:18][CH2:19][CH2:20][CH2:21][CH2:22][CH2:23][CH3:24])=[CH:12][CH:11]=2)=[N:8][CH:9]=1 |f:0.1|. Procedure: KOH (0.8 g) was added to a solution of 5-hydroxy-2-(4-octyloxyphenyl)pyrimidine (4 g) dissolved in ethanol (20 ml), followed by adding (S)-8-methyldecyl bromide (3.2 g) prepared according to the method disclosed in the literature (Mol. Cryst. Liq. Cryst., 1984, Vol. 114, pp. 237-247), keeping the mixture under reflux for 6 hours, allowing the resulting material to cool down, extracting it with toluene, washing the resulting organic layer with 2N-NaOH aqueous solution, further washing with water ... Starting materials: N1C=C(C2=CC=CC=C12)CCC1CNCCC1 (3-[2-(3-indolyl)-ethyl]-piperidine), dihydrated monohydrochloride, C(Cl)(Cl)Cl (chloroform), [OH-].[Na+] (sodium hydroxide). Reagents/catalysts: [Cl-].C(C1=CC=CC=C1)[N+](CC)(CC)CC (benzyltriethylammonium chloride). Run in O (water). The product is ClC=1C=NC2=CC=CC=C2C1CCC1CNCCC1 (3-chloro-4-[2-(3-piperidyl)-ethyl]-quinoline). Reaction SMILES: [NH:1]1[C:9]2[C:4](=[CH:5][CH:6]=[CH:7][CH:8]=2)[C:3]([CH2:10][CH2:11][CH:12]2[CH2:17][CH2:16][CH2:15][NH:14][CH2:13]2)=[CH:2]1.[OH-].[Na+].[CH:20]([Cl:23])(Cl)Cl>[Cl-].C([N+](CC)(CC)CC)C1C=CC=CC=1.O>[Cl:23][C:20]1[CH:2]=[N:1][C:9]2[C:4]([C:3]=1[CH2:10][CH2:11][CH:12]1[CH2:17][CH2:16][CH2:15][NH:14][CH2:13]1)=[CH:5][CH:6]=[CH:7][CH:8]=2 |f:1.2,4.5|. Procedure details: The operation is as in Example 1, but starting from 3.8 g of 3-[2-(3-indolyl)-ethyl]-piperidine and 0.075 g of benzyltriethylammonium chloride in 40 ml of chloroform, and 5 g of sodium hydroxide in 10 ml of water. 1.3 g of 3-chloro-4-[2-(3-piperidyl)-ethyl]-quinoline are finally obtained in the form of the dihydrated monohydrochloride melting at 75° C. Starting materials: Oc1ccc(Br)cc1, ClCCCBr. The product is ClCCCOc1ccc(Br)cc1. As a reaction SMILES: [Br:1][c:2]1[cH:3][cH:4][c:5]([OH:8])[cH:6][cH:7]1.[Br:9][CH2:10][CH2:11][CH2:12][Cl:13]>>[Br:1][c:2]1[cH:3][cH:4][c:5]([O:8][CH2:10][CH2:11][CH2:12][Cl:13])[cH:6][cH:7]1.